This data is from the Open Reaction Database (ORD), a public repository of structured organic reaction records. The task is: describe an organic reaction: reactants, conditions, products, and yield Starting materials: [Cr](=O)(=O)([O-])Cl.[NH+]1=CC=CC=C1 (Pyridinium chlorochromate), COC=1C=C2C(=NC=NC2=CC1OC)N1CCC(CC1)C(C)O (6,7-dimethoxy-4-[4-(1-hydroxyethyl)piperid-1-yl]quinazoline). Solvent: ClCCl (dichloromethane). Run at time 24 hour. Yields the product COC=1C=C2C(=NC=NC2=CC1OC)N1CCC(CC1)C(C)=O (6,7-dimethoxy-4-[4-(1-oxoethyl)piperid-1-yl]quinazoline). As a reaction SMILES: [Cr](Cl)([O-])(=O)=O.[NH+]1C=CC=CC=1.[CH3:12][O:13][C:14]1[CH:15]=[C:16]2[C:21](=[CH:22][C:23]=1[O:24][CH3:25])[N:20]=[CH:19][N:18]=[C:17]2[N:26]1[CH2:31][CH2:30][CH:29]([CH:32]([OH:34])[CH3:33])[CH2:28][CH2:27]1>ClCCl>[CH3:12][O:13][C:14]1[CH:15]=[C:16]2[C:21](=[CH:22][C:23]=1[O:24][CH3:25])[N:20]=[CH:19][N:18]=[C:17]2[N:26]1[CH2:31][CH2:30][CH:29]([C:32](=[O:34])[CH3:33])[CH2:28][CH2:27]1 |f:0.1|. Reported procedure: Pyridinium chlorochromate (6.2 g) was added at room temperature to a stirred solution of 6,7-dimethoxy-4-[4-(1-hydroxyethyl)piperid-1-yl]quinazoline (7.60 g) in dichloromethane (150 cm3) and the mixture was stirred for 24 hours. The mixture was filtered through "Avicel" (Trademark) and the solution was washed with 2M sodium hydroxide (3×50 cm3). The dried (MgSO4) organic phase was evaporated and the residue chromatographed on silica ("Merck" 60.9385) eluting with chloroform to give a solid which... The reagents and catalysts are [Pd] (Pd/C). Solvent: C(C)O (ethanol). RXN SMILES: [CH3:1][C:2]1([CH3:16])[CH2:7][C:6]([CH3:9])([CH3:8])[CH2:5][C:4](=[CH:10][C:11]([O:13][CH2:14][CH3:15])=[O:12])[CH2:3]1>C(O)C.[Pd]>[CH3:8][C:6]1([CH3:9])[CH2:7][C:2]([CH3:1])([CH3:16])[CH2:3][CH:4]([CH2:10][C:11]([O:13][CH2:14][CH3:15])=[O:12])[CH2:5]1. Yield: 94.5%. Yields the product CC1(CC(CC(C1)(C)C)CC(=O)OCC)C (ethyl 3,3,5,5-tetramethylcyclohexylacetate). Procedure details: Ethyl 3,3,5,5-tetramethylcyclohexylideneacetate (7) (4.48 g, 20 mmol) in ethanol (100 ml) was hydrogenated over 10% Pd/C (0.22 g, 5 wt. %) at 10 atm for 18 h. Filtration through Celite™ and evaporation afforded 4.28 g (95%) of 8 as an oil. Reactants: CC1(CC(CC(C1)(C)C)=CC(=O)OCC)C (ethyl 3,3,5,5-tetramethylcyclohexylideneacetate). Starting materials: CC(=O)[O-], CC(=O)[O-], C1CCOC1, COC(=O)c1ccc(OC)c(I)c1, CCOC(C)=O, CC(C)[Mg+], [Cl-], O=C(Cl)c1ccc([N+](=O)[O-])cc1Cl, [Cu+2], O. Yields the product COC(=O)c1ccc(OC)c(C(=O)c2ccc([N+](=O)[O-])cc2Cl)c1. Reaction SMILES: [C:37]([O-:38])(=[O:39])[CH3:40].[C:42]([O-:43])(=[O:44])[CH3:45].[CH2:19]1[O:20][CH2:21][CH2:22][CH2:23]1.[CH3:1][O:2][C:3]([c:4]1[cH:5][c:6]([I:12])[c:7]([O:10][CH3:11])[cH:8][cH:9]1)=[O:13].[CH3:46][CH2:47][O:48][C:49]([CH3:50])=[O:51].[CH:15]([Mg+:16])([CH3:17])[CH3:18].[Cl-:14].[Cl:24][c:25]1[c:26]([C:27](=[O:28])[Cl:29])[cH:30][cH:31][c:32]([N+:34](=[O:35])[O-:36])[cH:33]1.[Cu+2:41].[OH2:52]>>[CH3:1][O:2][C:3]([c:4]1[cH:5][c:6]([C:27]([c:26]2[c:25]([Cl:24])[cH:33][c:32]([N+:34](=[O:35])[O-:36])[cH:31][cH:30]2)=[O:28])[c:7]([O:10][CH3:11])[cH:8][cH:9]1)=[O:13]. Starting materials: ClC1=CC=C(C=C1)CC#N (4-chlorophenyl-acetonitrile), Cl.ClCCN(CC1=CC=CC=C1)CCCl (N,N-bis(2-chloroethyl)-N-benzylamine hydrochloride). Product: C(C1=CC=CC=C1)N1CCC(CC1)(C#N)C1=CC=C(C=C1)Cl (1-benzyl-4-(4-chloro-phenyl)-4-cyano-piperidine). Reaction SMILES: [Cl:1][C:2]1[CH:7]=[CH:6][C:5]([CH2:8][C:9]#[N:10])=[CH:4][CH:3]=1.Cl.Cl[CH2:13][CH2:14][N:15]([CH2:23][CH2:24]Cl)[CH2:16][C:17]1[CH:22]=[CH:21][CH:20]=[CH:19][CH:18]=1>>[CH2:16]([N:15]1[CH2:23][CH2:24][C:8]([C:5]2[CH:6]=[CH:7][C:2]([Cl:1])=[CH:3][CH:4]=2)([C:9]#[N:10])[CH2:13][CH2:14]1)[C:17]1[CH:22]=[CH:21][CH:20]=[CH:19][CH:18]=1 |f:1.2|. Procedure details: Prepare by the method of example 76.1 using 4-chlorophenyl-acetonitrile (1.0 g, 6.6 mmol) and N,N-bis(2-chloroethyl)-N-benzylamine hydrochloride (1.5 g, 6.6 mmol) to give the title compound. Conditions: temperature 110 celsius. Procedure details: To a solution of 2-amino-N-(4-sec-butylphenyl)-benzamide (0.500 g, 1.86 mmol) in N,N-dimethylformamide (9 mL) under nitrogen atmosphere was added 4-hydroxy-benzaldehyde (0.450 g, 3.73 mmol) followed by iodine (0.560 g, 2.23 mmol) and potassium hydroxide (0.120 g, 2.23 mmol). The resulting mixture was heated at 110° C. overnight, then the solvent was removed under reduced pressure, the residue was diluted with ethyl acetate, washed with water and dried over sodium sulfate. The crude oil (0.97 g) ... Solvent: CN(C=O)C (N,N-dimethylformamide). The product is C(C)(CC)C1=CC=C(C=C1)N1C(=NC2=CC=CC=C2C1=O)C1=CC=C(C=C1)O (3-(4-sec-butylphenyl)-2-(4-hydroxyphenyl)-3H-quinazolin-4-one). Starting materials: NC1=C(C(=O)NC2=CC=C(C=C2)C(C)CC)C=CC=C1 (2-amino-N-(4-sec-butylphenyl)-benzamide), OC1=CC=C(C=O)C=C1 (4-hydroxy-benzaldehyde), [OH-].[K+] (potassium hydroxide), II (iodine). Reaction SMILES: [NH2:1][C:2]1[CH:20]=[CH:19][CH:18]=[CH:17][C:3]=1[C:4]([NH:6][C:7]1[CH:12]=[CH:11][C:10]([CH:13]([CH2:15][CH3:16])[CH3:14])=[CH:9][CH:8]=1)=[O:5].[OH:21][C:22]1[CH:29]=[CH:28][C:25]([CH:26]=O)=[CH:24][CH:23]=1.II.[OH-].[K+]>CN(C)C=O>[CH:13]([C:10]1[CH:11]=[CH:12][C:7]([N:6]2[C:4](=[O:5])[C:3]3[C:2](=[CH:20][CH:19]=[CH:18][CH:17]=3)[N:1]=[C:26]2[C:25]2[CH:28]=[CH:29][C:22]([OH:21])=[CH:23][CH:24]=2)=[CH:8][CH:9]=1)([CH2:15][CH3:16])[CH3:14] |f:3.4|. Starting materials: CCN, CO, O=[N+]([O-])c1ccccc1F. The product is CCNc1ccccc1[N+](=O)[O-]. As a reaction SMILES: [CH3:1][CH2:2][NH2:3].[CH3:4][OH:5].[F:6][c:7]1[c:8]([N+:13](=[O:14])[O-:15])[cH:9][cH:10][cH:11][cH:12]1>>[CH3:1][CH2:2][NH:3][c:7]1[c:8]([N+:13](=[O:14])[O-:15])[cH:9][cH:10][cH:11][cH:12]1. Starting materials: [Br-], O=[N+]([O-])c1cccc(OC(F)F)c1Br, Cc1ccccc1, N#C[Cu], [Li+], C1CCOC1. The product is N#Cc1c(OC(F)F)cccc1[N+](=O)[O-]. Reaction SMILES: [Br-:18].[Br:1][c:2]1[c:3]([O:11][CH:12]([F:13])[F:14])[cH:4][cH:5][cH:6][c:7]1[N+:8](=[O:9])[O-:10].[CH3:25][c:26]1[cH:27][cH:28][cH:29][cH:30][cH:31]1.[Cu:15][C:16]#[N:17].[Li+:19].[O:20]1[CH2:21][CH2:22][CH2:23][CH2:24]1>>[c:2]1([C:16]#[N:17])[c:3]([O:11][CH:12]([F:13])[F:14])[cH:4][cH:5][cH:6][c:7]1[N+:8](=[O:9])[O-:10].